The task is: describe an organic reaction: reactants, conditions, products, and yield. This data is from the Open Reaction Database (ORD), a public repository of structured organic reaction records. Reactants: C1(=CC=CC=C1)[C@@H]1NC(N[C@@H]1C1=CC=CC=C1)=S (cis-4,5-Diphenylimidazolidine-2-thione), ClCC1=C(C=CC2=CC=CC=C12)C (1-chloromethyl-2-methyl-naphthalene). Solvent: CCO (EtOH). Product: Cl.CC1=C(C2=CC=CC=C2C=C1)CSC=1N[C@@H]([C@@H](N1)C1=CC=CC=C1)C1=CC=CC=C1 (2-[(2-Methylnaphthalen-1-yl)methylthio]-cis-4,5-diphenyl-4,5-dihydro-1H-imidazole hydrochloride). Isolated yield 65.5%. RXN SMILES: [C:1]1([C@H:7]2[C@@H:11]([C:12]3[CH:17]=[CH:16][CH:15]=[CH:14][CH:13]=3)[NH:10][C:9](=[S:18])[NH:8]2)[CH:6]=[CH:5][CH:4]=[CH:3][CH:2]=1.[Cl:19][CH2:20][C:21]1[C:30]2[C:25](=[CH:26][CH:27]=[CH:28][CH:29]=2)[CH:24]=[CH:23][C:22]=1[CH3:31]>CCO>[ClH:19].[CH3:31][C:22]1[CH:23]=[CH:24][C:25]2[C:30](=[CH:29][CH:28]=[CH:27][CH:26]=2)[C:21]=1[CH2:20][S:18][C:9]1[NH:8][C@H:7]([C:1]2[CH:2]=[CH:3][CH:4]=[CH:5][CH:6]=2)[C@H:11]([C:12]2[CH:13]=[CH:14][CH:15]=[CH:16][CH:17]=2)[N:10]=1 |f:3.4|. Procedure: A mixture of intermediate 25 (200 mg, 0.786 mmol) and 1-chloromethyl-2-methyl-naphthalene (299 mg, 1.57 mmol) in abs. EtOH (2 mL) is heated at 95° C. for 24 h. The reaction mixture is cooled to RT, evaporated to dryness, and the residue suspended in Et2O. The insoluble material is filtered to give 229 mg of the product 226. 1H NMR (DMSO-d6) δ 11.40 (s, 2 H), 8.36 (d, 1 H), 8.10-7.80 (m, 2 H), 7.80-7.30 (m, 3 H), 7.30-6.75 (m, 10 H), 5.90 (s, 2 H), 5.30 (s, 2 H), 2.62 (s, 3 H); MS: m/z 409 (M++1)... Starting materials: C(C)(C)OC(C)C (isopropyl ether), C(C)O (ethanol), Cl (hydrogen chloride), CC=1NC(=C(C(C1C(=O)OCC(CN1CCN(CC1)C=O)(C)C)C1=CC(=CC=C1)[N+](=O)[O-])C(=O)OC)C (3-(4-formyl-1-piperazinyl)-2,2-dimethylpropyl methyl 2,6-dimethyl-4-(m-nitrophenyl)-1,4-dihydropyridine-3,5-dicarboxylate). Solvent: CO (methanol). Product: CC=1NC(=C(C(C1C(=O)OCC(CN1CCNCC1)(C)C)C1=CC(=CC=C1)[N+](=O)[O-])C(=O)OC)C (3-(1-piperazinyl)-2,2-dimethylpropyl methyl 2,6-dimethyl-4-(m-nitrophenyl)-1,4-dihydropyridine-3,5-dicarboxylate). The yield is 80.5%. RXN SMILES: [CH3:1][C:2]1[NH:3][C:4]([CH3:37])=[C:5]([C:33]([O:35][CH3:36])=[O:34])[CH:6]([C:24]2[CH:29]=[CH:28][CH:27]=[C:26]([N+:30]([O-:32])=[O:31])[CH:25]=2)[C:7]=1[C:8]([O:10][CH2:11][C:12]([CH3:23])([CH3:22])[CH2:13][N:14]1[CH2:19][CH2:18][N:17](C=O)[CH2:16][CH2:15]1)=[O:9].C(O)C.Cl.C(OC(C)C)(C)C>CO>[CH3:1][C:2]1[NH:3][C:4]([CH3:37])=[C:5]([C:33]([O:35][CH3:36])=[O:34])[CH:6]([C:24]2[CH:29]=[CH:28][CH:27]=[C:26]([N+:30]([O-:32])=[O:31])[CH:25]=2)[C:7]=1[C:8]([O:10][CH2:11][C:12]([CH3:22])([CH3:23])[CH2:13][N:14]1[CH2:15][CH2:16][NH:17][CH2:18][CH2:19]1)=[O:9]. Reported procedure: 460 mg of 3-(4-formyl-1-piperazinyl)-2,2-dimethylpropyl methyl 2,6-dimethyl-4-(m-nitrophenyl)-1,4-dihydropyridine-3,5-dicarboxylate was dissolved in 1.5 ml of methanol and 0.3 ml of an ethanol solution of 9.9H hydrogen chloride was added. After stirring the mixed solution for one night, isopropyl ether was added. The solid which separated was collected by filtration, dissolved in saturated aqueous sodium bicarbonate and extracted with ethyl acetate. After washing with saturated solution of sodiu... Starting materials: Cc1ccccc1C1CN(Cc2ccccc2)CC1C(=O)N1CCCC1Cc1ccccc1, CO. Yields the product Cc1ccccc1C1CNCC1C(=O)N1CCCC1Cc1ccccc1. RXN SMILES: [CH2:1]([c:2]1[cH:3][cH:4][cH:5][cH:6][cH:7]1)[N:8]1[CH2:9][CH:10]([C:20](=[O:21])[N:22]2[CH:23]([CH2:27][c:28]3[cH:29][cH:30][cH:31][cH:32][cH:33]3)[CH2:24][CH2:25][CH2:26]2)[CH:11]([c:13]2[c:14]([CH3:19])[cH:15][cH:16][cH:17][cH:18]2)[CH2:12]1.[CH3:34][OH:35]>>[NH:8]1[CH2:9][CH:10]([C:20](=[O:21])[N:22]2[CH:23]([CH2:27][c:28]3[cH:29][cH:30][cH:31][cH:32][cH:33]3)[CH2:24][CH2:25][CH2:26]2)[CH:11]([c:13]2[c:14]([CH3:19])[cH:15][cH:16][cH:17][cH:18]2)[CH2:12]1. The reactants are COC1=CC=CC=2C(=COC21)CC(=O)C (1-(7-methoxy-1-benzofuran-3-yl)acetone), COC=1C=C2C=CC=NC2=C(C1)N1CCNCC1 (6-methoxy-8-piperazino quinoline), C(C)(=O)O[BH-](OC(C)=O)OC(C)=O.[Na+] (sodium triacetoxyborohydride). Run in ClCCCl (1,2-dichloroethane), C(C)(=O)O (acetic acid). Product: COC=1C=C2C=CC=NC2=C(C1)N1CCN(CC1)C(CC1=COC2=C1C=CC=C2OC)C (6-methoxy-8-{4-[2-(7-methoxy-1-benzofuran-3-yl)-1-methylethyl)piperazin-1-yl]quinoline). As a reaction SMILES: [CH3:1][O:2][C:3]1[C:11]2[O:10][CH:9]=[C:8]([CH2:12][C:13]([CH3:15])=O)[C:7]=2[CH:6]=[CH:5][CH:4]=1.[CH3:16][O:17][C:18]1[CH:19]=[C:20]2[C:25](=[C:26]([N:28]3[CH2:33][CH2:32][NH:31][CH2:30][CH2:29]3)[CH:27]=1)[N:24]=[CH:23][CH:22]=[CH:21]2.C(O[BH-](OC(=O)C)OC(=O)C)(=O)C.[Na+]>ClCCCl.C(O)(=O)C>[CH3:16][O:17][C:18]1[CH:19]=[C:20]2[C:25](=[C:26]([N:28]3[CH2:29][CH2:30][N:31]([CH:13]([CH3:15])[CH2:12][C:8]4[C:7]5[CH:6]=[CH:5][CH:4]=[C:3]([O:2][CH3:1])[C:11]=5[O:10][CH:9]=4)[CH2:32][CH2:33]3)[CH:27]=1)[N:24]=[CH:23][CH:22]=[CH:21]2 |f:2.3|. Reported procedure: 6-methoxy-8-{4-[2-(7-methoxy-1-benzofuran-3-yl)-1-methylethyl)piperazin-1-yl]quinoline was prepared by generally following the procedure outlined in example 35, step 2, starting from the 1-(7-methoxy-1-benzofuran-3-yl)acetone (204 mg, 1 mmol) and 6-methoxy-8-piperazino quinoline (243.0 mg, 1 mmol) in 1,2-dichloroethane (100 ml) and acetic acid (1 ml), sodium triacetoxyborohydride (422 mg, 2 mmol). The product was purified by silica-gel column chromatography by eluting it initially with 80% ethyl... Reactants: ClCCl, CNC1CCCCC1, [Cl-], Cl, O=C(O)c1cc(-c2ccccc2)nc2ccccc12. The product is CN(C(=O)c1cc(-c2ccccc2)nc2ccccc12)C1CCCCC1. As a reaction SMILES: [CH2:30]([Cl:31])[Cl:32].[CH3:22][NH:23][CH:24]1[CH2:25][CH2:26][CH2:27][CH2:28][CH2:29]1.[Cl-:2].[ClH:1].[c:3]1(-[c:9]2[n:10][c:11]3[cH:12][cH:13][cH:14][cH:15][c:16]3[c:17]([C:19](=[O:20])[OH:21])[cH:18]2)[cH:4][cH:5][cH:6][cH:7][cH:8]1>>[c:3]1(-[c:9]2[n:10][c:11]3[cH:12][cH:13][cH:14][cH:15][c:16]3[c:17]([C:19](=[O:21])[N:23]([CH3:22])[CH:24]3[CH2:25][CH2:26][CH2:27][CH2:28][CH2:29]3)[cH:18]2)[cH:4][cH:5][cH:6][cH:7][cH:8]1. Reported procedure: 6-bromo-8-methoxy-1H-quinazolin-2-one (2.62 g, 10.27 mmol) is suspended in 30 mL POCl3 and refluxed for 30 min. The reaction mixture is stirred into water, while the temperature never exceeds 15° C. The aqueous phase is extracted with DCM, the organic phase is dried and 6-bromo-2-chloro-8-methoxy-quinazoline (HPLC-MS: tRet.=1.88 min, MS(M+H)+=273/275/277; method FSUN) is obtained. Reactants: BrC=1C=C2C=NC(NC2=C(C1)OC)=O (6-bromo-8-methoxy-1H-quinazolin-2-one), O (water), O=P(Cl)(Cl)Cl (POCl3). The product is BrC=1C=C2C=NC(=NC2=C(C1)OC)Cl (6-bromo-2-chloro-8-methoxy-quinazoline). Reaction SMILES: [Br:1][C:2]1[CH:3]=[C:4]2[C:9](=[C:10]([O:12][CH3:13])[CH:11]=1)[NH:8][C:7](=O)[N:6]=[CH:5]2.O.O=P(Cl)(Cl)[Cl:18]>>[Br:1][C:2]1[CH:3]=[C:4]2[C:9](=[C:10]([O:12][CH3:13])[CH:11]=1)[N:8]=[C:7]([Cl:18])[N:6]=[CH:5]2.